From a dataset of the Open Reaction Database (ORD), a public repository of structured organic reaction records. describe an organic reaction: reactants, conditions, products, and yield The reactants are [BH4-], CO, CN1C(=O)c2ccccc2C1=O, [Na+]. Yields the product CN1C(=O)c2ccccc2C1O. RXN SMILES: [BH4-:1].[CH3:15][OH:16].[CH3:3][N:4]1[C:5](=[O:14])[c:6]2[cH:7][cH:8][cH:9][cH:10][c:11]2[C:12]1=[O:13].[Na+:2]>>[CH3:3][N:4]1[C:5](=[O:14])[c:6]2[cH:7][cH:8][cH:9][cH:10][c:11]2[CH:12]1[OH:13]. Starting materials: 2-methocyclopentanone, C(C1=CC=CC=C1)OC=1C=C(C=C(C1)F)[Mg]Br (3-benzyloxy-5-fluorophenylmagnesium bromide), O1CCCC1 (tetrahydrofuran), C(C1=CC=CC=C1)OC=1C=C(C=C(C1)F)Br (3-benzyloxy-5-fluorobromobenzene), [Mg] (magnesium), O1CCCC1 (tetrahydrofuran). Conditions: time 2 hour. Product: C(C1=CC=CC=C1)OC=1C=C(C=C(C1)F)C1(C(CCC1)OC)O (1-(3-benzyloxy-5-fluorophenyl)-2-methoxycyclopentanol). The yield is 62.0%. RXN SMILES: [CH2:1]([O:8][C:9]1[CH:10]=[C:11]([Mg]Br)[CH:12]=[C:13]([F:15])[CH:14]=1)[C:2]1[CH:7]=[CH:6][CH:5]=[CH:4][CH:3]=1.[CH2:18]([O:25][C:26]1[CH:27]=[C:28](Br)[CH:29]=[C:30](F)C=1)C1C=CC=CC=1.[Mg].[O:35]1CCCC1>>[CH2:1]([O:8][C:9]1[CH:10]=[C:11]([C:30]2([OH:35])[CH2:29][CH2:28][CH2:27][CH:26]2[O:25][CH3:18])[CH:12]=[C:13]([F:15])[CH:14]=1)[C:2]1[CH:7]=[CH:6][CH:5]=[CH:4][CH:3]=1. Reported procedure: After repetition of the above reaction, a solution of 2-methocyclopentanone(12.5 g) in tetrahydrofuran (10 ml) was added to a solution of 3-benzyloxy-5-fluorophenylmagnesium bromide [prepared by heating a mixtureof 3-benzyloxy-5-fluorobromobenzene (31 g), magnesium powder (2.65 g) and tetrahydrofuran (20 ml) to 40° C. for 2 hours] and the mixture was stirred at ambient temperature for 2 hours. The mixture yes evaporated andthe residue was partitioned between diethyl ether and water. The organic ... Reaction SMILES: [C:20](=[O:21])([O-:22])[O-:23].[I:1][c:2]1[c:3](=[O:19])[c:4]2[c:5]([c:6](=[O:10])[nH:7][cH:8][cH:9]2)[o:11][c:12]1-[c:13]1[cH:14][cH:15][cH:16][cH:17][cH:18]1.[I:26][CH3:27].[K+:24].[K+:25].[O:28]=[CH:29][N:30]([CH3:31])[CH3:32]>>[I:1][c:2]1[c:3](=[O:19])[c:4]2[c:5]([c:6](=[O:10])[n:7]([CH3:20])[cH:8][cH:9]2)[o:11][c:12]1-[c:13]1[cH:14][cH:15][cH:16][cH:17][cH:18]1. The reactants are O=C([O-])[O-], O=c1c(I)c(-c2ccccc2)oc2c(=O)[nH]ccc12, CI, [K+], [K+], CN(C)C=O. Product: Cn1ccc2c(=O)c(I)c(-c3ccccc3)oc2c1=O. Starting materials: O=C([O-])O, [Li]CCCC, CCCCCI, COC(=O)c1ccc(N)cc1, [Na+], C1CCOC1. Yields the product CCCCCNc1ccc(C(=O)OC)cc1. RXN SMILES: [C:23](=[O:24])([OH:25])[O-:26].[CH2:12]([Li:13])[CH2:14][CH2:15][CH3:16].[I:17][CH2:18][CH2:19][CH2:20][CH2:21][CH3:22].[NH2:1][c:2]1[cH:3][cH:4][c:5]([C:6](=[O:7])[O:8][CH3:9])[cH:10][cH:11]1.[Na+:27].[O:28]1[CH2:29][CH2:30][CH2:31][CH2:32]1>>[NH:1]([c:2]1[cH:3][cH:4][c:5]([C:6](=[O:7])[O:8][CH3:9])[cH:10][cH:11]1)[CH2:18][CH2:19][CH2:20][CH2:21][CH3:22]. The reactants are O=Cc1ccc(F)c(Br)c1, CCS(=O)(=O)N1CCC(c2c[nH]c3c(C(N)=O)cc(B4OC(C)(C)C(C)(C)O4)cc23)CC1, [K+], [K+], O=C([O-])[O-], C1COCCO1, O. Yields the product CCS(=O)(=O)N1CCC(c2c[nH]c3c(C(N)=O)cc(-c4cc(C=O)ccc4F)cc23)CC1. As a reaction SMILES: [Br:33][c:34]1[cH:35][c:36]([CH:37]=[O:38])[cH:39][cH:40][c:41]1[F:42].[CH2:1]([CH3:2])[S:3](=[O:4])(=[O:5])[N:6]1[CH2:7][CH2:8][CH:9]([c:12]2[cH:13][nH:14][c:15]3[c:16]([C:30](=[O:31])[NH2:32])[cH:17][c:18]([B:21]4[O:22][C:23]([CH3:24])([CH3:25])[C:26]([CH3:27])([CH3:28])[O:29]4)[cH:19][c:20]23)[CH2:10][CH2:11]1.[K+:43].[K+:44].[O-:45][C:46]([O-:47])=[O:48].[O:49]1[CH2:50][CH2:51][O:52][CH2:53][CH2:54]1.[OH2:55]>>[CH2:1]([CH3:2])[S:3](=[O:4])(=[O:5])[N:6]1[CH2:7][CH2:8][CH:9]([c:12]2[cH:13][nH:14][c:15]3[c:16]([C:30](=[O:31])[NH2:32])[cH:17][c:18](-[c:34]4[cH:35][c:36]([CH:37]=[O:38])[cH:39][cH:40][c:41]4[F:42])[cH:19][c:20]23)[CH2:10][CH2:11]1. The reactants are CC1=C(C(=CC(=C1)C)C)C1=C(C=CC=C1)N (2′,4′,6′-trimethyl-biphenyl-2-ylamine), CC(C(C)=O)C(C)=O (methyl acetylacetone). The product is CC1=NC2=C(C=CC=C2C(=C1)O)C1=C(C=C(C=C1C)C)C (2-Methyl-8-(2,4,6-trimethyl-phenyl)-quinolin-4-ol). Procedure: A mixture of 2′,4′,6′-trimethyl-biphenyl-2-ylamine(607 mg, 2.88 mmol) and methyl acetylacetone (607 mg, 5.75 mmol) in polyphosphoric acid (3 ml) was heated in 170° C. oil bath for 2.5 hours. The mixture was quenched with water and extracted twice with chloroform. The organic layer was washed with brine, dried and concentrated to give the title compound as an oil. The oil was pumped in vacuo, then trituated with a mixture of ether and hexane to give 642 mg (81%) of the title compound as a beige s... Run at temperature 170 celsius. Solvent: polyphosphoric acid. RXN SMILES: [CH3:1][C:2]1[CH:7]=[C:6]([CH3:8])[CH:5]=[C:4]([CH3:9])[C:3]=1[C:10]1[CH:15]=[CH:14][CH:13]=[CH:12][C:11]=1[NH2:16].C[CH:18]([C:22](=O)[CH3:23])[C:19](=[O:21])C>>[CH3:23][C:22]1[CH:18]=[C:19]([OH:21])[C:12]2[C:11](=[C:10]([C:3]3[C:4]([CH3:9])=[CH:5][C:6]([CH3:8])=[CH:7][C:2]=3[CH3:1])[CH:15]=[CH:14][CH:13]=2)[N:16]=1.